Dataset: the Open Reaction Database (ORD), a public repository of structured organic reaction records. Task: describe an organic reaction: reactants, conditions, products, and yield Reactants: CC(=O)OC(C)(C)C, COC(=O)c1cccc(-c2ncccn2)c1, CO, [Li], O=C(O)c1cccc(-c2ncccn2)c1. Product: CC(C)(C)OC(=O)CC(=O)c1cccc(-c2ncccn2)c1. As a reaction SMILES: [C:32]([CH3:33])(=[O:34])[O:35][C:36]([CH3:37])([CH3:38])[CH3:39].[CH3:1][O:2][C:3]([c:4]1[cH:5][c:6](-[c:10]2[n:11][cH:12][cH:13][cH:14][n:15]2)[cH:7][cH:8][cH:9]1)=[O:16].[CH3:41][OH:42].[Li:40].[n:17]1[cH:18][cH:19][cH:20][n:21][c:22]1-[c:23]1[cH:24][c:25]([C:29]([OH:30])=[O:31])[cH:26][cH:27][cH:28]1>>[C:3]([c:4]1[cH:5][c:6](-[c:10]2[n:11][cH:12][cH:13][cH:14][n:15]2)[cH:7][cH:8][cH:9]1)(=[O:16])[CH2:33][C:32](=[O:34])[O:35][C:36]([CH3:37])([CH3:38])[CH3:39]. Reactants: C(C)(C)(C)N1C(N(C2=C1C=CC=C2)[C@H]([C@@H](COS(=O)(=O)C2=CC=C(C=C2)C)O)C2=CC=CC=C2)=O ((2S,3S)-toluene-4-sulfonic acid 3-(3-tert-butyl-2-oxo-2,3-dihydro-benzimidazol-1-yl)-2-hydroxy-3-phenyl-propyl ester), solution, CN (methylamine). Run in CO (methanol), CO (methanol). Run at time 12 hour. Yields the product C(C)(C)(C)N1C(N(C2=C1C=CC=C2)[C@H]([C@@H](CNC)O)C2=CC=CC=C2)=O (1-tert-butyl-3-[(1S,2R)-2-hydroxy-3-methylamino-1-phenylpropyl]-1,3-dihydro-2H-benzimidazol-2-one). As a reaction SMILES: [C:1]([N:5]1[C:9]2[CH:10]=[CH:11][CH:12]=[CH:13][C:8]=2[N:7]([C@@H:14]([C:29]2[CH:34]=[CH:33][CH:32]=[CH:31][CH:30]=2)[C@H:15]([OH:28])[CH2:16]OS(C2C=CC(C)=CC=2)(=O)=O)[C:6]1=[O:35])([CH3:4])([CH3:3])[CH3:2].[CH3:36][NH2:37]>CO>[C:1]([N:5]1[C:9]2[CH:10]=[CH:11][CH:12]=[CH:13][C:8]=2[N:7]([C@@H:14]([C:29]2[CH:34]=[CH:33][CH:32]=[CH:31][CH:30]=2)[C@H:15]([OH:28])[CH2:16][NH:37][CH3:36])[C:6]1=[O:35])([CH3:2])([CH3:4])[CH3:3]. Procedure: A solution of 1-tert-butyl-3-[(1S,2S)-2,3-dihydroxy-1-phenyl-propyl]-1,3-dihydro-2H-benzimidazol-2-one (0.55 g, 1.6 mmol) and para-toluenesulfonyl chloride (0.37 g, 1.9 mmol) in anhydrous pyridine (5 mL) was stirred at room temperature under nitrogen for 12 hours. The reaction was poured into a cold 1N aqueous solution of hydrochloric acid (50 mL) and extracted with ethyl acetate (50 mL). The organic layer was dried over anhydrous sodium sulfate, filtered, and concentrated to give (2S,3S)-toluen... Reactants: O (water), CC(C)([O-])C.[K+] (Potassium tert-butoxide), BrC=1C=CC(=NC1)Cl (5-bromo-2-chloropyridine), C(CC)O (1-propanol). Solvent: CCOC(=O)C (EtOAc), C1CCOC1 (THF). Conditions: temperature 120 celsius. The product is BrC=1C=CC(=NC1)OCCC (5-Bromo-2-propoxy-pyridine). Yield: 96.6%. As a reaction SMILES: CC(C)([O-])C.[K+].[Br:7][C:8]1[CH:9]=[CH:10][C:11](Cl)=[N:12][CH:13]=1.[CH2:15]([OH:18])[CH2:16][CH3:17].O>C1COCC1.CCOC(C)=O>[Br:7][C:8]1[CH:9]=[CH:10][C:11]([O:18][CH2:15][CH2:16][CH3:17])=[N:12][CH:13]=1 |f:0.1|. Procedure: Potassium tert-butoxide (1.85 g, 16.5 mmol) was added to a mixture of 5-bromo-2-chloropyridine (2.89 g, 15.0 mmol) and 1-propanol (1.230 mL, 16.5 mmol) in THF (15 mL). The reaction mixture was heated at 120° C. for 30 minutes in a microwave reactor. The mixture was poured into a mixture of water (50 mL) and EtOAc (100 mL). The organic layer was washed with brine, dried over MgSO4 and evaporated to dryness. Flash chromatography (silica, 0-20% EtOAc in heptanes) gave the title compound as a yellow... Reactants: C(C)(C)(C)OC(=O)NCCCCC(=O)O (5-(N-t-butoxycarbonylamino)valeric acid), N1CCOCC1 (morpholine), Cl.C(C)N=C=NCCCN(C)C (N-ethyl-N'-(3-dimethylaminopropyl)carbodiimide hydrochloride). Run in C(Cl)Cl (methylene chloride). Run at time 3 hour. The product is C(C)(C)(C)OC(=O)NCCCCC(=O)N1CCOCC1 (4-[5-(N-t-butoxycarbonylamino)valeryl]morpholine). The yield is 58.2%. As a reaction SMILES: [C:1]([O:5][C:6]([NH:8][CH2:9][CH2:10][CH2:11][CH2:12][C:13]([OH:15])=O)=[O:7])([CH3:4])([CH3:3])[CH3:2].[NH:16]1[CH2:21][CH2:20][O:19][CH2:18][CH2:17]1.Cl.C(N=C=NCCCN(C)C)C>C(Cl)Cl>[C:1]([O:5][C:6]([NH:8][CH2:9][CH2:10][CH2:11][CH2:12][C:13]([N:16]1[CH2:21][CH2:20][O:19][CH2:18][CH2:17]1)=[O:15])=[O:7])([CH3:2])([CH3:3])[CH3:4] |f:2.3|. Reported procedure: To a mixture of 5-(N-t-butoxycarbonylamino)valeric acid (2.173 g) and morpholine (1.045 g) in anhydrous methylene chloride (22 ml) was added N-ethyl-N'-(3-dimethylaminopropyl)carbodiimide hydrochloride (2.30 g) portionwise at 0°-5° C. After being stirred for 3 hours at the same temperature, the solvent was evaporated in vacuo and the residue was dissolved in ethyl acetate (100 ml) and water (100 ml). The organic layer was washed with 0.5 N hydrochloric acid (100 ml), water (100 ml), aqueous sodi... The reactants are C1CCOC1, CCCC[N+](CCCC)(CCCC)CCCC, [F-], C[Si](C)(C)CCOCn1ccc(=O)n(CCCN2CCN(c3ccccc3OCC(F)(F)F)CC2)c1=O. Yields the product O=c1cc[nH]c(=O)n1CCCN1CCN(c2ccccc2OCC(F)(F)F)CC1. Reaction SMILES: [CH2:56]1[O:57][CH2:58][CH2:59][CH2:60]1.[CH3:39][CH2:40][CH2:41][CH2:42][N+:43]([CH2:44][CH2:45][CH2:46][CH3:47])([CH2:48][CH2:49][CH2:50][CH3:51])[CH2:52][CH2:53][CH2:54][CH3:55].[F-:38].[F:1][C:2]([CH2:3][O:4][c:5]1[c:6]([N:11]2[CH2:12][CH2:13][N:14]([CH2:17][CH2:18][CH2:19][n:20]3[c:21](=[O:35])[n:22]([CH2:27][O:28][CH2:29][CH2:30][Si:31]([CH3:32])([CH3:33])[CH3:34])[cH:23][cH:24][c:25]3=[O:26])[CH2:15][CH2:16]2)[cH:7][cH:8][cH:9][cH:10]1)([F:36])[F:37]>>[F:1][C:2]([CH2:3][O:4][c:5]1[c:6]([N:11]2[CH2:12][CH2:13][N:14]([CH2:17][CH2:18][CH2:19][n:20]3[c:21](=[O:35])[nH:22][cH:23][cH:24][c:25]3=[O:26])[CH2:15][CH2:16]2)[cH:7][cH:8][cH:9][cH:10]1)([F:36])[F:37]. The reactants are S1C(=CC=C1)C#N (2-thiophenecarbonitrile), S1C(=CC=C1)C#N (2-thiophenecarbonitrile), P(=O)([O-])([O-])[O-].[K+].[K+].[K+] (potassium phosphate), suspension, C(C)#N.O (acetonitrile water), CN(C(C1=CC=CC=C1)=O)C (N,N-dimethylbenzamide), S1C(=CC=C1)C#N (2-thiophencarbonitrile). Solvent: C(C)#N (acetonitrile). Conditions: time 30 minute. Product: S1C(=CC=C1)C(=O)N (2-thiophenecarboxamide), S1C(=CC=C1)C(=O)O (2-thiophenecarboxylic acid). RXN SMILES: P([O-])([O-])([O-])=O.[K+].[K+].[K+].[S:9]1[CH:13]=[CH:12][CH:11]=[C:10]1[C:14]#[N:15].C(#N)C.[OH2:19].CN(C)[C:22](=[O:29])[C:23]1C=C[CH:26]=[CH:25][CH:24]=1>C(#N)C>[S:9]1[CH:13]=[CH:12][CH:11]=[C:10]1[C:14]([NH2:15])=[O:29].[S:9]1[CH:26]=[CH:25][CH:24]=[C:23]1[C:22]([OH:29])=[O:19] |f:0.1.2.3,5.6|. Procedure details: To a 15-mL polypropylene centrifuge tube was added 3.86 mL of 50 mM potassium phosphate buffer (pH 7.0), 1.0 mL of a suspension of 22.1 mg dry cell weight E. coli SW132 wet cells (prepared as described in Example 10) in 50 mM potassium phosphate buffer (pH 7.0), and 0.1691 g of 2-thiophenecarbonitrile. The final concentration of 2-thiophencarbonitrile was 0.307 M. The reaction mixture was mixed on a rotating platform at 27° C. After 30 min, 7.50 mL of 95:5 acetonitrile/water containing 0.30 M N,...